From a dataset of the Open Reaction Database (ORD), a public repository of structured organic reaction records. describe an organic reaction: reactants, conditions, products, and yield Reactants: COC(C)(C)C (methyltert-butyl ether), O (water), Cl (hydrochloric acid), C1C(CC2=CC=CC=C12)NC=1N=CC2=C(N1)CCN(C2)C(=O)OC(C)(C)C (tert-butyl 2-(indan-2-ylamino)-7,8-dihydro-5H-pyrido[4,3-d]pyrimidine-6-carboxylate). Solvent: O1CCCC1 (tetrahydrofuran), C(C)(=O)OCC (ethyl acetate). Reaction conditions: temperature 50 celsius, time 1 hour. The product is C1C(CC2=CC=CC=C12)NC=1N=CC2=C(N1)CCNC2 (N-indan-2-yl-5,6,7,8-tetrahydropyrido[4,3-d]pyrimidin-2-amine). Yield: 36.7%. Reaction SMILES: Cl.[CH2:2]1[C:10]2[C:5](=[CH:6][CH:7]=[CH:8][CH:9]=2)[CH2:4][CH:3]1[NH:11][C:12]1[N:13]=[CH:14][C:15]2[CH2:21][N:20](C(OC(C)(C)C)=O)[CH2:19][CH2:18][C:16]=2[N:17]=1.COC(C)(C)C.O>O1CCCC1.C(OCC)(=O)C>[CH2:2]1[C:10]2[C:5](=[CH:6][CH:7]=[CH:8][CH:9]=2)[CH2:4][CH:3]1[NH:11][C:12]1[N:13]=[CH:14][C:15]2[CH2:21][NH:20][CH2:19][CH2:18][C:16]=2[N:17]=1. Procedure: Add portionwise hydrochloric acid (900 mL; 5M in water; 5.17 equiv; 4.50 mole; 1.08 kg) to a solution of tert-butyl 2-(indan-2-ylamino)-7,8-dihydro-5H-pyrido[4,3-d]pyrimidine-6-carboxylate (319 g; 1.00 equiv; 870.48 mmoles) in tetrahydrofuran (1.5 L). Once the addition is complete, stir the solution at 50° C. for 1 h. Cool the mixture to 25° C. and then add 3 L methyltert-butyl ether and 1 L water. Allow the solution to stand at 20° C. for 16 h. Separate the phases and extract the aqueous phase ... The reactants are NC1=C(C2=C(N(C(CCC2)=O)CC)C=C1)OC (7-Amino-1-ethyl-6-methoxy-1,3,4,5-tetrahydro-benzo[b]azepin-2-one), ClC1=NC=C(C(=N1)NC1=C(C=CC=C1)S(=O)(=O)N(C)C)Cl (2-(2,5-Dichloro-pyrimidin-4-ylamino)-N,N-dimethyl-benzenesulfonamide). Product: ClC=1C(=NC(=NC1)NC1=C(C2=C(N(C(CCC2)=O)CC)C=C1)OC)NC1=C(C=CC=C1)S(=O)(=O)N(C)C (2-[5-Chloro-2-(1-ethyl-6-methoxy-2-oxo-2,3,4,5-tetrahydro-1H-benzo[b]azepin-7-ylamino)-pyrimidin-4-ylamino]-N,N-dimethyl-benzenesulfonamide). RXN SMILES: [NH2:1][C:2]1[CH:15]=[CH:14][C:5]2[N:6]([CH2:12][CH3:13])[C:7](=[O:11])[CH2:8][CH2:9][CH2:10][C:4]=2[C:3]=1[O:16][CH3:17].Cl[C:19]1[N:24]=[C:23]([NH:25][C:26]2[CH:31]=[CH:30][CH:29]=[CH:28][C:27]=2[S:32]([N:35]([CH3:37])[CH3:36])(=[O:34])=[O:33])[C:22]([Cl:38])=[CH:21][N:20]=1>>[Cl:38][C:22]1[C:23]([NH:25][C:26]2[CH:31]=[CH:30][CH:29]=[CH:28][C:27]=2[S:32]([N:35]([CH3:37])[CH3:36])(=[O:34])=[O:33])=[N:24][C:19]([NH:1][C:2]2[CH:15]=[CH:14][C:5]3[N:6]([CH2:12][CH3:13])[C:7](=[O:11])[CH2:8][CH2:9][CH2:10][C:4]=3[C:3]=2[O:16][CH3:17])=[N:20][CH:21]=1. Procedure details: Following a procedure analogous to Example 113, 7-Amino-1-ethyl-6-methoxy-1,3,4,5-tetrahydro-benzo[b]azepin-2-one (40 mgs) and 2-(2,5-Dichloro-pyrimidin-4-ylamino)-N,N-dimethyl-benzenesulfonamide (59 mgs) were converted to the title compound (18 mgs as a white solid). 1H-NMR (CDCl3): δ 9.48 (s, 1H), 8.58 (d, J=8.3 Hz, 1H), 8.24 (d, J=8.8 Hz, 1H), 8.19 (s, 1H), 7.91 (d, J=7.8 Hz, 1H), 7.63 (t, J=7.6 Hz, 1H), 7.50 (s, 1H), 7.31-7.28 (m, 1H), 6.94 (d, J=8.9 Hz, 1H), 4.40-4.10 (broad absorption, 2H)... Starting materials: O=C([O-])[O-], COC(=O)c1ccc2c(c1)SCCC2NC(=O)OCc1ccccc1, [K+], [K+]. The product is O=C(NC1CCSc2cc(C(=O)O)ccc21)OCc1ccccc1. As a reaction SMILES: [C:26](=[O:27])([O-:28])[O-:29].[CH3:1][O:2][C:3](=[O:4])[c:5]1[cH:6][cH:7][c:8]2[c:13]([cH:14]1)[S:12][CH2:11][CH2:10][CH:9]2[NH:15][C:16](=[O:17])[O:18][CH2:19][c:20]1[cH:21][cH:22][cH:23][cH:24][cH:25]1.[K+:30].[K+:31]>>[O:2]=[C:3]([OH:4])[c:5]1[cH:6][cH:7][c:8]2[c:13]([cH:14]1)[S:12][CH2:11][CH2:10][CH:9]2[NH:15][C:16](=[O:17])[O:18][CH2:19][c:20]1[cH:21][cH:22][cH:23][cH:24][cH:25]1. Reactants: C(C=C)(=O)Cl (acryloyl chloride), ClC1=CC=C(C=C1)C1CNC2=C(S1)C=CC1=CC=CC=C12 (3-(4-chlorophenyl)-2,3-dihydro1H-naphtho[2,1-b][1,4]thiazine), C(O)([O-])=O.[Na+] (sodium hydrogen carbonate), O (water). Run in C(Cl)Cl (methylene chloride), C(Cl)Cl (methylene chloride). Conditions: time 3 hour. Yields the product ClC1=CC=C(C=C1)C1CN(C2=C(S1)C=CC1=CC=CC=C12)C(C=C)=O (3-(4-chlorophenyl)-1-propenoyl-2,3-dihydro-1H-naphtho[2,1-b][1,4]thiazine). Isolated yield 77.8%. As a reaction SMILES: [Cl:1][C:2]1[CH:7]=[CH:6][C:5]([CH:8]2[S:13][C:12]3[CH:14]=[CH:15][C:16]4[C:21]([C:11]=3[NH:10][CH2:9]2)=[CH:20][CH:19]=[CH:18][CH:17]=4)=[CH:4][CH:3]=1.C(=O)([O-])O.[Na+].O.[C:28](Cl)(=[O:31])[CH:29]=[CH2:30]>C(Cl)Cl>[Cl:1][C:2]1[CH:3]=[CH:4][C:5]([CH:8]2[S:13][C:12]3[CH:14]=[CH:15][C:16]4[C:21]([C:11]=3[N:10]([C:28](=[O:31])[CH:29]=[CH2:30])[CH2:9]2)=[CH:20][CH:19]=[CH:18][CH:17]=4)=[CH:6][CH:7]=1 |f:1.2|. Procedure details: To a mixture of 3-(4-chlorophenyl)-2,3-dihydro1H-naphtho[2,1-b][1,4]thiazine (1.50 g), sodium hydrogen carbonate (1.0 g), methylene chloride (30 ml) and water (15 ml) is added dropwise with stirring a solution of acryloyl chloride (0.90 g) in methylene chloride (10 ml) under ice cooling. The mixture is stirred at room temperature for 3 hours. The organic layer is separated, washed, dried and distilled to remove the solvent. The residue is chromatographed on silica gel (toluene : acetone =50 : 1)... Reactants: COC(C=1C(C(=O)OC)=CC(=CC1)CBr)=O (4-bromomethylphthalic acid dimethyl ester), C(C)(C)(C)OC(=O)NC1=C(C=CC=C1)B(O)O (2-(tert-butoxycarbonylamino)phenylboronic acid), C([O-])([O-])=O.[Na+].[Na+] (sodium carbonate), COCCOC (1,2-dimethoxyethane). Reagents/catalysts: [Pd].C1(=CC=CC=C1)P(C1=CC=CC=C1)C1=CC=CC=C1.C1(=CC=CC=C1)P(C1=CC=CC=C1)C1=CC=CC=C1.C1(=CC=CC=C1)P(C1=CC=CC=C1)C1=CC=CC=C1.C1(=CC=CC=C1)P(C1=CC=CC=C1)C1=CC=CC=C1 (tetrakis(triphenylphosphine)-palladium(0)). Run in O (water), C(Cl)Cl (methylene chloride). Conditions: temperature 90 celsius. The product is COC(C=1C(C(=O)OC)=CC(=CC1)CC1=C(C=CC=C1)NC(=O)OC(C)(C)C)=O (4-[2-(tert-butoxycarbonylamino)benzyl]phthalic acid dimethyl ester). RXN SMILES: [CH3:1][O:2][C:3](=[O:16])[C:4]1[C:5](=[CH:10][C:11]([CH2:14]Br)=[CH:12][CH:13]=1)[C:6]([O:8][CH3:9])=[O:7].[C:17]([O:21][C:22]([NH:24][C:25]1[CH:30]=[CH:29][CH:28]=[CH:27][C:26]=1B(O)O)=[O:23])([CH3:20])([CH3:19])[CH3:18].C(=O)([O-])[O-].[Na+].[Na+].COCCOC>[Pd].C1(P(C2C=CC=CC=2)C2C=CC=CC=2)C=CC=CC=1.C1(P(C2C=CC=CC=2)C2C=CC=CC=2)C=CC=CC=1.C1(P(C2C=CC=CC=2)C2C=CC=CC=2)C=CC=CC=1.C1(P(C2C=CC=CC=2)C2C=CC=CC=2)C=CC=CC=1.C(Cl)Cl.O>[CH3:1][O:2][C:3](=[O:16])[C:4]1[C:5](=[CH:10][C:11]([CH2:14][C:26]2[CH:27]=[CH:28][CH:29]=[CH:30][C:25]=2[NH:24][C:22]([O:21][C:17]([CH3:20])([CH3:19])[CH3:18])=[O:23])=[CH:12][CH:13]=1)[C:6]([O:8][CH3:9])=[O:7] |f:2.3.4,6.7.8.9.10|. Reported procedure: A mixture of 4-bromomethylphthalic acid dimethyl ester (3.1 g, 10.8 mmol), 2-(tert-butoxycarbonylamino)phenylboronic acid (4.3 g, 18.1 mmol), tetrakis(triphenylphosphine)-palladium(0) (0.6 g), 2 M aqueous sodium carbonate (20 ml), and 1,2-dimethoxyethane (40 ml) was heated at 90° C. for 19 hours. The reaction mixture was cooled to room temperature and partioned between water (60 ml) and methylene chloride (60 ml). The organic phase was isolated, washed with water (2×50 ml), dried over magnesium ... Product: CCOP(=O)(CP(=O)(OCC)c1ccc(OC(=O)CC)c(C(C)(C)CC(=O)O)c1)OCC. Starting materials: CCOP(=O)(CP(=O)(OCC)c1ccc(OC(=O)CC)c(C(C)(C)CC(=O)OCc2ccccc2)c1)OCC, CO. RXN SMILES: [C:1]([CH2:2][CH3:3])(=[O:4])[O:5][c:6]1[c:7]([C:26]([CH2:27][C:28](=[O:29])[O:30][CH2:31][c:32]2[cH:33][cH:34][cH:35][cH:36][cH:37]2)([CH3:38])[CH3:39])[cH:8][c:9]([P:12](=[O:13])([CH2:14][P:15](=[O:16])([O:17][CH2:18][CH3:19])[O:20][CH2:21][CH3:22])[O:23][CH2:24][CH3:25])[cH:10][cH:11]1.[CH3:40][OH:41]>>[C:1]([CH2:2][CH3:3])(=[O:4])[O:5][c:6]1[c:7]([C:26]([CH2:27][C:28](=[O:29])[OH:30])([CH3:38])[CH3:39])[cH:8][c:9]([P:12](=[O:13])([CH2:14][P:15](=[O:16])([O:17][CH2:18][CH3:19])[O:20][CH2:21][CH3:22])[O:23][CH2:24][CH3:25])[cH:10][cH:11]1. Starting materials: COC1=CC=C(CC2=C(C(=O)[O-])C=CC=C2OC([C@@H](NC(=O)OCC2=CC=CC=C2)C(C)C)=O)C=C1 (4-methoxybenzyl-3-(N-benzyloxycarbonyl-L-valyloxy)-benzoate), FC(C(=O)O)(F)F (trifluoroacetic acid). Solvent: ClCCl (dichloromethane). Reaction conditions: time 2 hour. Yields the product C(C1=CC=CC=C1)OC(=O)N[C@@H](C(C)C)C(=O)OC=1C=C(C(=O)O)C=CC1 (3-(N-benzyloxycarbonyl-L-valyloxy) benzoic acid). RXN SMILES: COC1C=CC(C[C:8]2[C:16]([O:17][C:18](=[O:34])[C@H:19]([CH:31]([CH3:33])[CH3:32])[NH:20][C:21]([O:23][CH2:24][C:25]3[CH:30]=[CH:29][CH:28]=[CH:27][CH:26]=3)=[O:22])=[CH:15][CH:14]=[CH:13][C:9]=2[C:10]([O-:12])=[O:11])=CC=1.FC(F)(F)C(O)=O>ClCCl>[CH2:24]([O:23][C:21]([NH:20][C@H:19]([C:18]([O:17][C:16]1[CH:8]=[C:9]([CH:13]=[CH:14][CH:15]=1)[C:10]([OH:12])=[O:11])=[O:34])[CH:31]([CH3:33])[CH3:32])=[O:22])[C:25]1[CH:30]=[CH:29][CH:28]=[CH:27][CH:26]=1. Reported procedure: To a solution of 4-methoxybenzyl-3-(N-benzyloxycarbonyl-L-valyloxy)-benzoate (13.7 g, 27.8 mmole) in dichloromethane (150 ml) was added trifluoroacetic acid (20 ml) and the mixture was stirred for 2 hours at room temperature. The solution was evaporated under reduced pressure and the product crystallized from toluene. Yield: 10.1 g=87%. The compound can be activated and esterified to a drug or further modified as described below